Dataset: the Open Reaction Database (ORD), a public repository of structured organic reaction records. Task: describe an organic reaction: reactants, conditions, products, and yield The reactants are BrC1=NOC=C1 (bromo-isoxazole), COC(=O)C1=NNC=N1 (1H-1,2,4-triazole-3-carboxylic acid methyl ester), ester. Product: O1N=C(CC1)N1N=C(N=C1)C(=O)O (1-(4,5-dihydroisoxazol-3-yl)-1H-1,2,4-triazole-3-carboxylic acid). RXN SMILES: Br[C:2]1[CH:6]=[CH:5][O:4][N:3]=1.C[O:8][C:9]([C:11]1[N:15]=[CH:14][NH:13][N:12]=1)=[O:10]>>[O:4]1[CH2:5][CH2:6][C:2]([N:13]2[CH:14]=[N:15][C:11]([C:9]([OH:10])=[O:8])=[N:12]2)=[N:3]1. Procedure details: 1-(4,5-dihydroisoxazol-3-yl)-1H-1,2,4-triazole-3-carboxylic acid I-171a and I-171b were prepared using the analogous procedure to Example 35 except that racemic compound I-75 was used as the starting bromo-isoxazole and 1H-1,2,4-triazole-3-carboxylic acid methyl ester as the nucleophile Additionally, at some point during the course of the reaction or workup, the ester hydrolyzed to the corresponding acid. These compounds can be separated using chiral HPLC methods known in the art. For example, s... Reactants: COC(CN(S(=O)(=O)C1=CC=C(C=C1)C)CC1=CC(=C(C(=C1)F)F)F)OC (N-(2,2-Dimethoxy-ethyl)-4-methyl-N-(3,4,5-trifluoro-benzyl)-benzene-sulfonamide), FC=1C=C2C=CN=CC2=CC1 (6-Fluoro-isoquinoline). Yields the product FC1=C2C=CN=CC2=CC(=C1F)F (5,6,7-Trifluoro-isoquinoline). As a reaction SMILES: CO[CH:3](OC)[CH2:4][N:5]([CH2:16][C:17]1[CH:22]=[C:21]([F:23])[C:20]([F:24])=[C:19]([F:25])[CH:18]=1)S(C1C=CC(C)=CC=1)(=O)=O.FC1C=C2C(=CC=1)C=NC=C2>>[F:25][C:19]1[C:20]([F:24])=[C:21]([F:23])[CH:22]=[C:17]2[C:18]=1[CH:3]=[CH:4][N:5]=[CH:16]2. Reported procedure: Cyclisation of N-(2,2-dimethoxy-ethyl)-4-methyl-N-(3,4,5-trifluoro-benzyl)-benzene-sulfonamide (100) by the method described for 6-fluoro-isoquinoline (5) gave the desired isoquinoline, which was isolated as trifluoro acetate after final purification by prep. HPLC. Rt=1.15 min (Method #1). Detected mass: 184.0 (M+H+). Starting materials: [Br-], CC[Mg+], Cl, O=Cc1cc(C(F)(F)F)cc(C(F)(F)F)c1, C1CCOC1. The product is CCC(O)c1cc(C(F)(F)F)cc(C(F)(F)F)c1. As a reaction SMILES: [Br-:17].[CH2:18]([CH3:19])[Mg+:20].[ClH:21].[F:1][C:2]([c:3]1[cH:4][c:5]([CH:6]=[O:7])[cH:8][c:9]([C:11]([F:12])([F:13])[F:14])[cH:10]1)([F:15])[F:16].[O:22]1[CH2:23][CH2:24][CH2:25][CH2:26]1>>[F:1][C:2]([c:3]1[cH:4][c:5]([CH:6]([OH:7])[CH2:18][CH3:19])[cH:8][c:9]([C:11]([F:12])([F:13])[F:14])[cH:10]1)([F:15])[F:16]. Starting materials: C(C=1C(O)=CC=C(O)C1)(=O)OC (methyl gentisate), C([O-])([O-])=O.[K+].[K+] (potassium carbonate). The reagents and catalysts are [Ag]=O (silver oxide). Solvent: C1=CC=CC=C1 (benzene). Conditions: temperature 50 celsius, time 10 minute. Product: COC(=O)C=1C(C=CC(C1)=O)=O (methoxycarbonyl-1,4-benzoquinone). Isolated yield 100.2%. RXN SMILES: [C:1]([O:11][CH3:12])(=[O:10])[C:2]1[C:3](=[CH:5][CH:6]=[C:7]([CH:9]=1)[OH:8])[OH:4].C(=O)([O-])[O-].[K+].[K+]>C1C=CC=CC=1.[Ag]=O>[CH3:12][O:11][C:1]([C:2]1[C:3](=[O:4])[CH:5]=[CH:6][C:7](=[O:8])[CH:9]=1)=[O:10] |f:1.2.3|. Procedure: A mixture of 0.2 g (0.00119 mol) of methyl gentisate (14), 0.2 g (0.0014 mol) of potassium carbonate and 0.6 g (0.0026 mol) of silver oxide in 10 mL of benzene (freshly distilled) was stirred at 50° C. (bath temperature) under argon for 10 min under dark. The reaction mixture was cooled to room temperature, filtered through Celite, rinsed with small amount of ether, concentrated on a rotary evaporator and then under vacuum to give 0.198 g (100% yield) of methoxycarbonyl-1,4-benzoquinone (15); 1H...